Dataset: the Open Reaction Database (ORD), a public repository of structured organic reaction records. Task: describe an organic reaction: reactants, conditions, products, and yield The reactants are C1(CC1)C1=NC2=C(N1CC1=CC=C(C=C1)C=1C(=CC=CC1)C(=O)O)C=C(C=C2C)C=2N=CN(C2)CCOC (4'-[(2-cyclopropyl-4-methyl-6-(1-(2-methoxyethyl)-imidazol-4-yl)-benzimidazol-1-yl)-methyl]-biphenyl-2-carboxylic acid), B(Br)(Br)Br (boron tribromide), O (water). The solvent is C(Cl)Cl (methylene chloride). Conditions: time 10 minute. The product is C1(CC1)C1=NC2=C(N1CC1=CC=C(C=C1)C=1C(=CC=CC1)C(=O)O)C=C(C=C2C)C=2N=CN(C2)CCO (4'-[(2-Cyclopropyl-4-methyl-6-(1-(2-hydroxyethyl)-imidazol-4-yl)-benzimidazol-1-yl)-methyl]-biphenyl-2-carboxylic Acid). As a reaction SMILES: [CH:1]1([C:4]2[N:8]([CH2:9][C:10]3[CH:15]=[CH:14][C:13]([C:16]4[C:17]([C:22]([OH:24])=[O:23])=[CH:18][CH:19]=[CH:20][CH:21]=4)=[CH:12][CH:11]=3)[C:7]3[CH:25]=[C:26]([C:30]4[N:31]=[CH:32][N:33]([CH2:35][CH2:36][O:37]C)[CH:34]=4)[CH:27]=[C:28]([CH3:29])[C:6]=3[N:5]=2)[CH2:3][CH2:2]1.B(Br)(Br)Br.O>C(Cl)Cl>[CH:1]1([C:4]2[N:8]([CH2:9][C:10]3[CH:15]=[CH:14][C:13]([C:16]4[C:17]([C:22]([OH:24])=[O:23])=[CH:18][CH:19]=[CH:20][CH:21]=4)=[CH:12][CH:11]=3)[C:7]3[CH:25]=[C:26]([C:30]4[N:31]=[CH:32][N:33]([CH2:35][CH2:36][OH:37])[CH:34]=4)[CH:27]=[C:28]([CH3:29])[C:6]=3[N:5]=2)[CH2:3][CH2:2]1. Reported procedure: A solution of 500 mg (1.0 mMol) of 4'-[(2-cyclopropyl-4-methyl-6-(1-(2-methoxyethyl)-imidazol-4-yl)-benzimidazol-1-yl)-methyl]-biphenyl-2-carboxylic acid and 1.5 g (6.0 mMol) of boron tribromide in 50 ml of methylene chloride is stirred for 16 hours at ambient temperature, then mixed with about 30 ml of water and stirred vigorously for another 10 minutes. This mixture is evaporated to dryness and the residue is refluxed in about 40 ml of ethanol for 10 minutes. The mixture is evaporated to dryne... Starting materials: CC(O)c1cc(Br)cc(C(=O)O)c1O, CC[SiH](CC)CC, O=C(O)C(F)(F)F. Product: CCc1cc(Br)cc(C(=O)O)c1O. RXN SMILES: [Br:1][c:2]1[cH:3][c:4]([CH:12]([CH3:13])[OH:14])[c:5]([OH:11])[c:6]([C:7](=[O:8])[OH:9])[cH:10]1.[CH2:15]([SiH:16]([CH2:17][CH3:18])[CH2:19][CH3:20])[CH3:21].[OH:22][C:23]([C:24]([F:25])([F:26])[F:27])=[O:28]>>[Br:1][c:2]1[cH:3][c:4]([CH2:12][CH3:13])[c:5]([OH:11])[c:6]([C:7](=[O:8])[OH:9])[cH:10]1. The product is CCNc1ccc(OCCF)cc1. Reaction SMILES: [CH3:16][O:17][CH2:18][CH2:19][O:20][Al+:21][O:22][CH2:23][CH2:24][O:25][CH3:26].[CH3:34][c:35]1[cH:36][cH:37][cH:38][cH:39][cH:40]1.[CH3:41][CH2:42][O:43][C:44](=[O:45])[CH3:46].[F:1][CH2:2][CH2:3][O:4][c:5]1[cH:6][cH:7][c:8]([NH:11][C:12]([CH3:13])=[O:14])[cH:9][cH:10]1.[H-:15].[H-:28].[Na+:27].[O:29]1[CH2:30][CH2:31][CH2:32][CH2:33]1.[OH2:47]>>[F:1][CH2:2][CH2:3][O:4][c:5]1[cH:6][cH:7][c:8]([NH:11][CH2:12][CH3:13])[cH:9][cH:10]1. Starting materials: COCCO[Al+]OCCOC, Cc1ccccc1, CCOC(C)=O, CC(=O)Nc1ccc(OCCF)cc1, [H-], [H-], [Na+], C1CCOC1, O. The reactants are C(C)OC(=O)C1=C(N(C2=CC=C(C=C12)OC1=NC=C(C=C1)C(F)(F)F)C1=CC=C(C=C1)OC(C)C)CC(=O)OCC (1-(4-isopropoxyphenyl)-2-ethoxycarbonylmethyl-5-(5-trifluoromethyl-2-pyridinyloxy)indole-3-carboxylic acid ethyl ester), [OH-].[Na+] (NaOH), CCO (EtOH). The solvent is O (H2O). Reaction conditions: temperature 50 celsius, time 2.5 hour. Product: C(C)OC(=O)C1=C(N(C2=CC=C(C=C12)OC1=NC=C(C=C1)C(F)(F)F)C1=CC=C(C=C1)OC(C)C)CC(=O)O (2-Carboxymethyl-1-(4-isopropoxyphenyl)-5-(5-trifluoromethyl-2-pyridinyloxy)indole-3-carboxylic acid ethyl ester). As a reaction SMILES: [CH2:1]([O:3][C:4]([C:6]1[C:14]2[C:9](=[CH:10][CH:11]=[C:12]([O:15][C:16]3[CH:21]=[CH:20][C:19]([C:22]([F:25])([F:24])[F:23])=[CH:18][N:17]=3)[CH:13]=2)[N:8]([C:26]2[CH:31]=[CH:30][C:29]([O:32][CH:33]([CH3:35])[CH3:34])=[CH:28][CH:27]=2)[C:7]=1[CH2:36][C:37]([O:39]CC)=[O:38])=[O:5])[CH3:2].[OH-].[Na+].CCO>O>[CH2:1]([O:3][C:4]([C:6]1[C:14]2[C:9](=[CH:10][CH:11]=[C:12]([O:15][C:16]3[CH:21]=[CH:20][C:19]([C:22]([F:24])([F:23])[F:25])=[CH:18][N:17]=3)[CH:13]=2)[N:8]([C:26]2[CH:27]=[CH:28][C:29]([O:32][CH:33]([CH3:35])[CH3:34])=[CH:30][CH:31]=2)[C:7]=1[CH2:36][C:37]([OH:39])=[O:38])=[O:5])[CH3:2] |f:1.2|. Reported procedure: A mixture of 1-(4-isopropoxyphenyl)-2-ethoxycarbonylmethyl-5-(5-trifluoromethyl-2-pyridinyloxy)indole-3-carboxylic acid ethyl ester (260 mg, 0.46 mmol, see step (a) above), NaOH (aq, 1 M, 1.4 mL) and EtOH (2 mL) was stirred at 50° C. for 2.5 h, cooled, diluted with H2O (4 mL), washed with EtOAc and acidified to pH 5 with citric acid (aq, 1 M) and extracted with EtOAc. The organic layer was washed with brine, dried (Na2SO4), concentrated and purified by chromatography. Yield 144 mg (58%). Reactants: N([C@@H](CO)C(=O)OC)C(=O)OCC1=CC=CC=C1 (Cbz-L-Ser-OMe), C1(=CC=CC=C1)P(C1=CC=CC=C1)C1=CC=CC=C1 (triphenylphosphine), N1C=NC=C1 (imidazole), [I-] (iodide). Run in C(Cl)Cl (DCM), C(Cl)Cl (DCM). Run at temperature 0 celsius, time 0.5 hour. Yields the product C(C1=CC=CC=C1)OC(=O)N[C@H](C(=O)OC)CI ((R)-methyl 2-(benzyloxycarbonylamino)-3-iodopropanoate). Yield: 5.7%. RXN SMILES: C1(P(C2C=CC=CC=2)C2C=CC=CC=2)C=CC=CC=1.N1C=CN=C1.[I-:25].[NH:26]([C:34]([O:36][CH2:37][C:38]1[CH:43]=[CH:42][CH:41]=[CH:40][CH:39]=1)=[O:35])[C@H:27]([C:30]([O:32][CH3:33])=[O:31])[CH2:28]O>C(Cl)Cl>[CH2:37]([O:36][C:34]([NH:26][C@@H:27]([CH2:28][I:25])[C:30]([O:32][CH3:33])=[O:31])=[O:35])[C:38]1[CH:43]=[CH:42][CH:41]=[CH:40][CH:39]=1. Procedure details: A mixture of triphenylphosphine (23.3 g, 0.890 mol) and imidazole (6.0 g, 0.89 mol) in DCM (100 mL) was cooled to 0° C. and iodide (22.6 g, 0.890 mol) was added in small portions over 0.5 h. The cooling bath was removed and the mixture was stirred for 0.5 h. After the mixture was re-cooled to 0° C., a solution of Cbz-L-Ser-OMe 15.0 g, 0.590 mol) in DCM (100 mL) was added dropwise. After the addition, the cooling bath was removed and the mixture was allowed to warm to ambient temperature and stir... Starting materials: CC(=O)[O-], CC#N, OB(O)c1ccccc1F, [K+], Nc1ccc(Br)nc1C(=O)Nc1cnn(CC(F)F)c1N1CCCC(NC(=O)C(F)(F)F)CC1, [Na+], [Na+], O=C([O-])[O-]. The product is Nc1ccc(-c2ccccc2F)nc1C(=O)Nc1cnn(CC(F)F)c1N1CCCC(NC(=O)C(F)(F)F)CC1. As a reaction SMILES: [CH3:46][C:47](=[O:48])[O-:49].[CH3:56][C:57]#[N:58].[F:35][c:36]1[c:37]([B:42]([OH:43])[OH:44])[cH:38][cH:39][cH:40][cH:41]1.[K+:45].[NH2:1][c:2]1[c:3]([C:9](=[O:10])[NH:11][c:12]2[cH:13][n:14][n:15]([CH2:31][CH:32]([F:33])[F:34])[c:16]2[N:17]2[CH2:18][CH2:19][CH:20]([NH:24][C:25]([C:26]([F:27])([F:28])[F:29])=[O:30])[CH2:21][CH2:22][CH2:23]2)[n:4][c:5]([Br:8])[cH:6][cH:7]1.[Na+:50].[Na+:51].[O-:52][C:53](=[O:54])[O-:55]>>[NH2:1][c:2]1[c:3]([C:9](=[O:10])[NH:11][c:12]2[cH:13][n:14][n:15]([CH2:31][CH:32]([F:33])[F:34])[c:16]2[N:17]2[CH2:18][CH2:19][CH:20]([NH:24][C:25]([C:26]([F:27])([F:28])[F:29])=[O:30])[CH2:21][CH2:22][CH2:23]2)[n:4][c:5](-[c:37]2[c:36]([F:35])[cH:41][cH:40][cH:39][cH:38]2)[cH:6][cH:7]1. The reactants are O=C(c1ncc[nH]1)c1ncc[nH]1, CCNc1ccc(-c2cc(OCC)cc(C(=O)O)n2)cc1, Nc1nnn[nH]1. Product: CCNc1ccc(-c2cc(OCC)cc(C(=O)Nc3nnn[nH]3)n2)cc1. RXN SMILES: [C:22]([c:23]1[nH:24][cH:25][cH:26][n:27]1)([c:28]1[nH:29][cH:30][cH:31][n:32]1)=[O:33].[CH2:1]([CH3:2])[O:3][c:4]1[cH:5][c:6]([C:19](=[O:20])[OH:21])[n:7][c:8](-[c:10]2[cH:11][cH:12][c:13]([NH:16][CH2:17][CH3:18])[cH:14][cH:15]2)[cH:9]1.[NH2:34][c:35]1[n:36][n:37][n:38][nH:39]1>>[CH2:1]([CH3:2])[O:3][c:4]1[cH:5][c:6]([C:19](=[O:21])[NH:34][c:35]2[nH:36][n:37][n:38][n:39]2)[n:7][c:8](-[c:10]2[cH:11][cH:12][c:13]([NH:16][CH2:17][CH3:18])[cH:14][cH:15]2)[cH:9]1.